From a dataset of the Open Reaction Database (ORD), a public repository of structured organic reaction records. describe an organic reaction: reactants, conditions, products, and yield Starting materials: NC1=C(C=C(C[C@@H]2CS(C[C@@H]3N(C(O[C@@H]23)=O)CC2=CC(=CC=C2)C(C)(C)C)(=O)=O)C=C1)F ((3aR*,7S*,7aS*)-7-(4-amino-3-fluoro-benzyl)-3-(3-tert-butyl-benzyl)-5,5-dioxo-hexahydro-1oxa-5lambda*6*-thia-3-aza-inden-2-one), CN1CCOCC1 (N-methylmorpholine), CN(CC(=O)O)C (N,N-dimethylglycine), propylphosphoric acid anhydride. The solvent is CN(C)C=O (DMF), CCOC(=O)C (EtOAc). Yields the product C(C)(C)(C)C=1C=C(CN2C(O[C@H]3[C@@H](CS(C[C@H]23)(=O)=O)CC2=CC(=C(C=C2)NC(CN(C)C)=O)F)=O)C=CC1 (N-{4-[(3aR,7S*,7aS*)-3-(3-tert-Butyl-benzyl)-2,5,5-trioxo-octahydro-1-oxa-5lambda*6*-thia-3-aza-inden-7-ylmethyl]-2-fluoro-phenyl}-2-dimethylamino-acetamide). RXN SMILES: [NH2:1][C:2]1[CH:31]=[CH:30][C:5]([CH2:6][C@H:7]2[C@H:15]3[C@@H:11]([N:12]([CH2:17][C:18]4[CH:23]=[CH:22][CH:21]=[C:20]([C:24]([CH3:27])([CH3:26])[CH3:25])[CH:19]=4)[C:13](=[O:16])[O:14]3)[CH2:10][S:9](=[O:29])(=[O:28])[CH2:8]2)=[CH:4][C:3]=1[F:32].[CH3:33][N:34]1[CH2:39]C[O:37][CH2:36][CH2:35]1.CN(C)CC(O)=O>CN(C=O)C.CCOC(C)=O>[C:24]([C:20]1[CH:19]=[C:18]([CH:23]=[CH:22][CH:21]=1)[CH2:17][N:12]1[C@@H:11]2[C@H:15]([C@H:7]([CH2:6][C:5]3[CH:30]=[CH:31][C:2]([NH:1][C:36](=[O:37])[CH2:35][N:34]([CH3:39])[CH3:33])=[C:3]([F:32])[CH:4]=3)[CH2:8][S:9](=[O:28])(=[O:29])[CH2:10]2)[O:14][C:13]1=[O:16])([CH3:26])([CH3:27])[CH3:25]. Reported procedure: A mixture of (3aR*,7S*,7aS*)-7-(4-amino-3-fluoro-benzyl)-3-(3-tert-butyl-benzyl)-5,5-dioxo-hexahydro-1oxa-5lambda*6*-thia-3-aza-inden-2-one (example 1j), 1.06 g, 2.3 mmol), N-methylmorpholine (0.507 mL, 4.6 mmol), N,N-dimethylglycine (0.356 g, 3.45 mmol) and propylphosphoric acid anhydride (50% in DMF, 2.68 mL, 4.6 mmol) was stirred in DMF (9.2 mL) at 25° C. for 19 h. The reaction mixture was diluted with EtOAc and washed with saturated NaHCO3 solution, water and brine. The organic layer was dri... Starting materials: Cl.Cl.CNC1=C(C=CC=C1)N (N-Methyl-ortho-phenylenediamine dihydrochloride), C1(CCCO1)=O (butyrolactone), N (ammonia). The solvent is Cl (hydrochloric acid). The product is CN1C(=NC2=C1C=CC=C2)CCCO (3-(1-Methylbenzimidazol-2-yl)propan-1-ol). Yield: 71.2%. As a reaction SMILES: Cl.Cl.[CH3:3][NH:4][C:5]1[CH:10]=[CH:9][CH:8]=[CH:7][C:6]=1[NH2:11].[C:12]1(=O)[O:16][CH2:15][CH2:14][CH2:13]1.N>Cl>[CH3:3][N:4]1[C:5]2[CH:10]=[CH:9][CH:8]=[CH:7][C:6]=2[N:11]=[C:12]1[CH2:13][CH2:14][CH2:15][OH:16] |f:0.1.2|. Procedure: N-Methyl-ortho-phenylenediamine dihydrochloride (4.88 g), and butyrolactone (3.22 g) were stirred at reflux for 18 hours in 4N hydrochloric acid (25 ml). The reaction mixture was cooled, the pH adjusted to 8 with concentrated aqueous ammonia and filtered. The solid was recrystallised from ethyl acetate to yield the title compound as a white solid (3.39 g 71%), m.p. 107° C. Found: C, 69.22; H, 7.38; N, 14.73. C11H14N2O requires C, 69.45; H, 7.42; N, 14.72%. Reactants: S(O)(O)(=O)=O (sulphuric acid), ice, BrC1=CC(=C(C=C1)C1OC12C(OC(C2=O)(C)COC)(C)C)CC (2-(4-bromo-2-ethylphenyl)-6-methoxymethyl-4,4,6-trimethyl-1,5-dioxaspiro[2.4]heptan-7-one), BrC1=CC(=C(C=C1)C1OC12C(OC(C2=O)(C)C)(C)COC)CC (2-(4-bromo-2-ethylphenyl)-4-methoxymethyl-4,6,6-trimethyl-1,5-dioxaspiro[2.4]heptan-7-one). The solvent is ClCCl (dichloromethane). Conditions: temperature 7.5 celsius, time 55 minute. Yields the product BrC1=CC(=C(C=C1)C1C(C(OC(C1=O)(C)C)(C)COC)=O)CC (4-(4-bromo-2-ethylphenyl)-2-methoxymethyl-2,6,6-trimethylpyran-3,5-dione). Reaction SMILES: [Br:1][C:2]1[CH:7]=[CH:6][C:5]([CH:8]2[C:10]3([C:14](=[O:15])[C:13]([CH2:17][O:18][CH3:19])([CH3:16])[O:12][C:11]3([CH3:21])[CH3:20])[O:9]2)=[C:4]([CH2:22][CH3:23])[CH:3]=1.BrC1C=CC(C2C3(C(=O)C(C)(C)OC3(COC)C)O2)=C(CC)C=1.S(=O)(=O)(O)O>ClCCl>[Br:1][C:2]1[CH:7]=[CH:6][C:5]([CH:8]2[C:10](=[O:9])[C:11]([CH3:21])([CH3:20])[O:12][C:13]([CH2:17][O:18][CH3:19])([CH3:16])[C:14]2=[O:15])=[C:4]([CH2:22][CH3:23])[CH:3]=1. Procedure: To an ice cold solution of a mixture of 2-(4-bromo-2-ethylphenyl)-6-methoxymethyl-4,4,6-trimethyl-1,5-dioxaspiro[2.4]heptan-7-one and 2-(4-bromo-2-ethylphenyl)-4-methoxymethyl-4,6,6-trimethyl-1,5-dioxaspiro[2.4]heptan-7-one (5 g, 0.013 mol) in dichloromethane (2.5 ml) is added concentrated sulphuric acid (15 ml), dropwise over 50-60 minutes, maintaining the temperature of the reaction mixture at 5-10° C. The reaction mixture is maintained at 5-10° C. for 10-15 minutes, quenched into crushed ice ... Starting materials: Example 9 ( 9a ), S1C(=CC=C1)CCO (2-(2-thienyl)ethanol), C1(CC1)CCOC1=CC=C(C(=O)NCC(=O)O)C=C1 (N-[4-(2-Cyclopropylethoxy)benzoyl]glycine), OC1=CC=C(C(=O)OC)C=C1 (methyl 4-hydroxybenzoate). Procedure: The same reactions as in Example 9 (9a) and (9b) were conducted using methyl 4-hydroxybenzoate (1.55 g, 10.2 mmol) and 2-(2-thienyl)ethanol (1.20 mL, 10.8 mmol) to give 2.02 g of the title compound (white powder, yield: 65%). Isolated yield 65.0%. Product: S1C(=CC=C1)CCOC1=CC=C(C(=O)NCC(=O)O)C=C1 (N-{4-[2-(2-Thienyl)ethoxy]benzoyl}glycine). RXN SMILES: [CH:1]1([CH2:4][CH2:5][O:6][C:7]2[CH:19]=[CH:18][C:10]([C:11]([NH:13][CH2:14][C:15]([OH:17])=[O:16])=[O:12])=[CH:9][CH:8]=2)[CH2:3][CH2:2]1.OC1C=CC(C(OC)=O)=CC=1.[S:31]1C=CC=[C:32]1CCO>>[S:31]1[CH:32]=[CH:2][CH:3]=[C:1]1[CH2:4][CH2:5][O:6][C:7]1[CH:8]=[CH:9][C:10]([C:11]([NH:13][CH2:14][C:15]([OH:17])=[O:16])=[O:12])=[CH:18][CH:19]=1. Reactants: O=C(O)C1CN(S(=O)(=O)c2ccccc2Cl)C(=O)N1c1ccccc1Cl, FC(F)(F)c1cccnc1N1CCNCC1. The product is O=C(C1CN(S(=O)(=O)c2ccccc2Cl)C(=O)N1c1ccccc1Cl)N1CCN(c2ncccc2C(F)(F)F)CC1. Reaction SMILES: [Cl:1][c:2]1[c:3]([S:8](=[O:9])(=[O:10])[N:11]2[C:12](=[O:26])[N:13]([c:19]3[c:20]([Cl:25])[cH:21][cH:22][cH:23][cH:24]3)[CH:14]([C:16](=[O:17])[OH:18])[CH2:15]2)[cH:4][cH:5][cH:6][cH:7]1.[F:27][C:28]([c:29]1[c:30]([N:35]2[CH2:36][CH2:37][NH:38][CH2:39][CH2:40]2)[n:31][cH:32][cH:33][cH:34]1)([F:41])[F:42]>>[Cl:1][c:2]1[c:3]([S:8](=[O:9])(=[O:10])[N:11]2[C:12](=[O:26])[N:13]([c:19]3[c:20]([Cl:25])[cH:21][cH:22][cH:23][cH:24]3)[CH:14]([C:16](=[O:18])[N:38]3[CH2:37][CH2:36][N:35]([c:30]4[c:29]([C:28]([F:27])([F:41])[F:42])[cH:34][cH:33][cH:32][n:31]4)[CH2:40][CH2:39]3)[CH2:15]2)[cH:4][cH:5][cH:6][cH:7]1. Reactants: ClC1=C(C=NN1C)[N+](=O)[O-] (5-chloro-1-methyl-4-nitro-1H-pyrazole), Cl.FC1CCNCC1 (4-fluoropiperidine hydrochloride). Product: FC1CCN(CC1)C1=C(C=NN1C)[N+](=O)[O-] (4-fluoro-1-(1-methyl-4-nitro-1H-pyrazol-5-yl)piperidine). Yield: 99.0%. RXN SMILES: Cl[C:2]1[N:6]([CH3:7])[N:5]=[CH:4][C:3]=1[N+:8]([O-:10])=[O:9].Cl.[F:12][CH:13]1[CH2:18][CH2:17][NH:16][CH2:15][CH2:14]1>>[F:12][CH:13]1[CH2:18][CH2:17][N:16]([C:2]2[N:6]([CH3:7])[N:5]=[CH:4][C:3]=2[N+:8]([O-:10])=[O:9])[CH2:15][CH2:14]1 |f:1.2|. Procedure details: Reaction of 5-chloro-1-methyl-4-nitro-1H-pyrazole and 4-fluoropiperidine hydrochloride gave 4-fluoro-1-(1-methyl-4-nitro-1H-pyrazol-5-yl)piperidine as a white solid (280 mg, 99%). 1H NMR (400 MHz, CDCl3) δ 8.02 (s, 1H), 4.86 (dtt, J=47.9, 7.1, 3.6 Hz, 1H), 3.77 (s, 3H), 3.37 (d, J=9.4 Hz, 2H), 3.20-3.12 (m, 2H), 2.16-2.06 (m, 1H), 2.07-1.92 (m, 3H) Starting materials: CN(C)CC1=CC=CC(=N1)SCCNC(=C[N+](=O)[O-])SC (1-[2-(6-Dimethylaminomethyl-2-pyridylthio)ethylamino]-1-methylthio-2-nitroethene), CN (monomethylamine). The solvent is C(C)O (ethanol). Run at time 18 hour. Yields the product CN(C)CC1=CC=CC(=N1)SCCNC(=C[N+](=O)[O-])NC (N-[2-(6-Dimethylaminomethyl-2-pyridylthio)ethyl]-N'-methyl-2-nitro-1,1-diaminoethene). RXN SMILES: [CH3:1][N:2]([CH2:4][C:5]1[N:10]=[C:9]([S:11][CH2:12][CH2:13][NH:14][C:15](SC)=[CH:16][N+:17]([O-:19])=[O:18])[CH:8]=[CH:7][CH:6]=1)[CH3:3].[CH3:22][NH2:23]>C(O)C>[CH3:1][N:2]([CH2:4][C:5]1[N:10]=[C:9]([S:11][CH2:12][CH2:13][NH:14][C:15]([NH:23][CH3:22])=[CH:16][N+:17]([O-:19])=[O:18])[CH:8]=[CH:7][CH:6]=1)[CH3:3]. Reported procedure: 1-[2-(6-Dimethylaminomethyl-2-pyridylthio)ethylamino]-1-methylthio-2-nitroethene (0.45 g, 0.0014 mol) is added to ethanol (8 ml) saturated with monomethylamine gas at ice bath temperature and is allowed to stir at ambient temperature for 18 hours. Evaporation of the solvent yielded a glassy product. Reactants: Cl (hydrochloric acid), Cl.Cl.C(N)(=N)C=1C=CC2=C(C=C(O2)CC(C(=O)O)C2=CC=C(C=C2)O[C@@H]2CNCC2)C1 (3-(5-amidino-2-benzofuranyl)-2-[4-[((3S)-3-pyrrolidinyl)oxy]phenyl]propionic acid dihydrochloride), Cl.C(C)(OCC)=N (ethyl acetimidate hydrochloride), [OH-].[Na+] (sodium hydroxide), Cl (hydrochloric acid). Run in O.C(C)#N (water acetonitrile), O (water). The product is Cl.Cl.C(C)(=N)N1C[C@H](CC1)OC1=CC=C(C=C1)C(C(=O)O)CC=1OC2=C(C1)C=C(C=C2)C(N)=N (2-[4-[((3S)-1-acetimidoyl-3-pyrrolidinyl)oxy]phenyl]-3-(5-amidino-2-benzofuranyl)propionic acid dihydrochloride). Isolated yield 130.3%. RXN SMILES: [ClH:1].Cl.[C:3]([C:6]1[CH:7]=[CH:8][C:9]2[O:13][C:12]([CH2:14][CH:15]([C:19]3[CH:24]=[CH:23][C:22]([O:25][C@H:26]4[CH2:30][CH2:29][NH:28][CH2:27]4)=[CH:21][CH:20]=3)[C:16]([OH:18])=[O:17])=[CH:11][C:10]=2[CH:31]=1)(=[NH:5])[NH2:4].Cl.[C:33](=[NH:38])(OCC)[CH3:34].[OH-].[Na+].Cl>O.O.C(#N)C>[ClH:1].[ClH:1].[C:33]([N:28]1[CH2:29][CH2:30][C@H:26]([O:25][C:22]2[CH:21]=[CH:20][C:19]([CH:15]([CH2:14][C:12]3[O:13][C:9]4[CH:8]=[CH:7][C:6]([C:3](=[NH:4])[NH2:5])=[CH:31][C:10]=4[CH:11]=3)[C:16]([OH:18])=[O:17])=[CH:24][CH:23]=2)[CH2:27]1)(=[NH:38])[CH3:34] |f:0.1.2,3.4,5.6,9.10,11.12.13|. Procedure details: 1.1 g of 3-(5-amidino-2-benzofuranyl)-2-[4-[((3S)-3-pyrrolidinyl)oxy]phenyl]propionic acid dihydrochloride was dissolved in 20 ml of water. During ice cooling and stirring, 1.4 g of ethyl acetimidate hydrochloride was added gradually to the thus prepared solution while adjusting the pH of the solution to 8.5 with 1N sodium hydroxide aqueous solution. The resulting mixture was stirred for 15 minutes with ice cooling, and then adjusted to pH 2.0 with dilute hydrochloric acid. After concentrating t... The reactants are O=C1C2C(C2CCO1)C(=O)OCC (ethyl (1SR,6SR,7SR)-2-oxo-3-oxa-bicyclo[4.1.0]heptane-7-carboxylate), solution, [H-].C(C(C)C)[Al+]CC(C)C (diisobutylaluminium hydride), C1(=CC=CC=C1)C (toluene). The solvent is O1CCCC1 (tetrahydrofuran), O1CCCC1 (tetrahydrofuran), C(C)(=O)OCC (ethyl acetate). Conditions: time 6 hour. Product: OC1C2C(C2CCO1)C(=O)OCC ((2SR) ethyl (1SR,6RS,7SR)-2hydroxy-3-oxa-bicyclo[4.1.0]heptane-7-carboxylate). Yield: 85.0%. RXN SMILES: [O:1]=[C:2]1[O:8][CH2:7][CH2:6][CH:5]2[CH:3]1[CH:4]2[C:9]([O:11][CH2:12][CH3:13])=[O:10].[H-].C([Al+]CC(C)C)C(C)C.C1(C)C=CC=CC=1>O1CCCC1.C(OCC)(=O)C>[OH:1][CH:2]1[O:8][CH2:7][CH2:6][CH:5]2[CH:3]1[CH:4]2[C:9]([O:11][CH2:12][CH3:13])=[O:10] |f:1.2|. Reported procedure: To a solution of ethyl (1SR,6SR,7SR)-2-oxo-3-oxa-bicyclo[4.1.0]heptane-7-carboxylate (15.2 g, 82.8 mmol) in anhydrous tetrahydrofuran (300 mL) at −78° C. and under argon, a 1.5 M solution of diisobutylaluminium hydride in toluene (82.8 mL, 124.2 mmol) in anhydrous tetrahydrofuran (150 mL) at −78° C. under an argon atmosphere was added dropwise via cannula. The solution was stirred for six hours at this temperature and then diluted with ethyl acetate (200 mL) and quenched with a saturated aqueous...